This data is from the Open Reaction Database (ORD), a public repository of structured organic reaction records. The task is: describe an organic reaction: reactants, conditions, products, and yield Starting materials: [Br-], CCOCCO, CCCC[N+](CCCC)(CCCC)CCCC, Cc1ccccc1, O=C(O)c1ccc(Cl)nc1, [Na+], [OH-]. Yields the product CCOCCOc1ccc(C(=O)O)cn1. Reaction SMILES: [Br-:19].[CH3:13][CH2:14][O:15][CH2:16][CH2:17][OH:18].[CH3:20][CH2:21][CH2:22][CH2:23][N+:24]([CH2:25][CH2:26][CH2:27][CH3:28])([CH2:29][CH2:30][CH2:31][CH3:32])[CH2:33][CH2:34][CH2:35][CH3:36].[CH3:37][c:38]1[cH:39][cH:40][cH:41][cH:42][cH:43]1.[Cl:1][c:2]1[n:3][cH:4][c:5]([C:6](=[O:7])[OH:8])[cH:9][cH:10]1.[Na+:12].[OH-:11]>>[c:2]1([O:18][CH2:17][CH2:16][O:15][CH2:14][CH3:13])[n:3][cH:4][c:5]([C:6](=[O:7])[OH:8])[cH:9][cH:10]1. Reported procedure: To a flask was added ethyl 2-(3-chlorophenyl)-2-oxoacetate (1.8 g, 8.47 mmol) and acetic anhydride (1.60 ml, 16.93 mmol) in DCE (5 ml) at RT. To the resulting solution was added titanium(IV) chloride (16.93 ml, 16.93 mmol) and tributylamine (2.42 ml, 10.16 mmol). The solution was heated to reflux for 12 hours. The solution was then cooled in ice, and a solution of ammonium chloride was added. The mixture was stirred for 30 min. LC/MS indicated all starting material was gone. The solution was was... Run in ClCCCl (DCE). Reactants: [Cl-].[NH4+] (ammonium chloride), C(CCC)N(CCCC)CCCC (tributylamine), ClC=1C=C(C=CC1)C(C(=O)OCC)=O (ethyl 2-(3-chlorophenyl)-2-oxoacetate), C(C)(=O)OC(C)=O (acetic anhydride). The product is ClC=1C=C(C=CC1)C=1C(OC(C1)=O)=O (3-(3-chlorophenyl)furan-2,5-dione). Reagents/catalysts: [Ti](Cl)(Cl)(Cl)Cl (titanium(IV) chloride). As a reaction SMILES: [Cl:1][C:2]1[CH:3]=[C:4]([C:8](=O)[C:9]([O:11][CH2:12][CH3:13])=[O:10])[CH:5]=[CH:6][CH:7]=1.C(OC(=O)C)(=[O:17])C.C(N(CCCC)CCCC)CCC.[Cl-].[NH4+]>ClCCCl.[Ti](Cl)(Cl)(Cl)Cl>[Cl:1][C:2]1[CH:3]=[C:4]([C:8]2[C:9](=[O:10])[O:11][C:12](=[O:17])[CH:13]=2)[CH:5]=[CH:6][CH:7]=1 |f:3.4|. Reaction conditions: time 30 minute. Reactants: ClC1=C(CN2N=C(C3=CC=C(C=C23)C(C(=O)O)(F)F)C)C(=CC=C1)Cl ([1-(2,6-dichlorobenzyl)-3-methyl-1H-indazole-6-yl]difluoroacetic acid), [OH-].[K+] (potassium hydroxide). Solvent: C(C)O (ethanol). Run at time 10 minute. Product: ClC1=C(CN2N=C(C3=CC=C(C=C23)C(C(=O)[O-])(F)F)C)C(=CC=C1)Cl.[K+] (potassium [1-(2,6-dichlorobenzyl)-3-methyl-1H-indazole-6-yl]difluoroacetate). RXN SMILES: [Cl:1][C:2]1[CH:24]=[CH:23][CH:22]=[C:21]([Cl:25])[C:3]=1[CH2:4][N:5]1[C:13]2[C:8](=[CH:9][CH:10]=[C:11]([C:14]([F:19])([F:18])[C:15]([OH:17])=[O:16])[CH:12]=2)[C:7]([CH3:20])=[N:6]1.[OH-].[K+:27]>C(O)C>[Cl:1][C:2]1[CH:24]=[CH:23][CH:22]=[C:21]([Cl:25])[C:3]=1[CH2:4][N:5]1[C:13]2[C:8](=[CH:9][CH:10]=[C:11]([C:14]([F:19])([F:18])[C:15]([O-:17])=[O:16])[CH:12]=2)[C:7]([CH3:20])=[N:6]1.[K+:27] |f:1.2,4.5|. Reported procedure: To a solution of the compound [183](89 mg) in ethanol (2 mL) was added an aqueous solution of 1N-potassium hydroxide (233 μL) at room temperature, and then the reaction mixture was stirred at room temperature for 10 minutes. The reaction mixture was concentrated under reduced pressure to give the titled compound (98 mg) as a white solid. Starting materials: CC(C)OC(=O)/N=N/C(=O)OC(C)C (DIAD), C(C)(C)(C)OC(=O)N1[C@@H](C[C@@H](C1)O)C(=O)OC (methyl (2S,4S)-1-tert-butoxycarbonyl-4-hydroxy-2-pyrrolidinylcarboxylate), C1(=CC=CC=C1)O (phenol), C1(=CC=CC=C1)P(C1=CC=CC=C1)C1=CC=CC=C1 (triphenylphosphine). Solvent: C1CCOC1 (THF). Yields the product C(C)(C)(C)OC(=O)N1[C@@H](C[C@@H](C1)OC1=CC=CC=C1)C(=O)OC (methyl (2S,4S)-1-tert-butoxycarbonyl-4-phenoxy-2-pyrrolidinylcarboxylate). Yield: 0.1%. RXN SMILES: CC(OC(/N=N/C(OC(C)C)=O)=O)C.[C:15]([O:19][C:20]([N:22]1[CH2:26][C@@H:25]([OH:27])[CH2:24][C@H:23]1[C:28]([O:30][CH3:31])=[O:29])=[O:21])([CH3:18])([CH3:17])[CH3:16].[C:32]1(O)[CH:37]=[CH:36][CH:35]=[CH:34][CH:33]=1.C1(P(C2C=CC=CC=2)C2C=CC=CC=2)C=CC=CC=1>C1COCC1>[C:15]([O:19][C:20]([N:22]1[CH2:26][C@@H:25]([O:27][C:32]2[CH:37]=[CH:36][CH:35]=[CH:34][CH:33]=2)[CH2:24][C@H:23]1[C:28]([O:30][CH3:31])=[O:29])=[O:21])([CH3:18])([CH3:17])[CH3:16]. Procedure: DIAD (4.13 ml, 21.0 mmol) was added to a solution of methyl (2S,4S)-1-tert-butoxycarbonyl-4-hydroxy-2-pyrrolidinylcarboxylate (4.69 g, 19.1 mmol), phenol (1.98 g, 21.0 mmol) and triphenylphosphine (5.51 g, 21.0 mmol) in THF (80 ml) under stirring at room temperature in a nitrogen gas stream. The reaction mixture was stirred overnight at room temperature. The residue obtained by concentrating the reaction mixture under reduced pressure was purified by chromatography on a silica gel column (silica...